This data is from the Open Reaction Database (ORD), a public repository of structured organic reaction records. The task is: describe an organic reaction: reactants, conditions, products, and yield Run in CN(C=O)C (dimethylformamide). RXN SMILES: Cl.[NH2:2][C:3]1[C:18]([Cl:19])=[CH:17][C:6]([C:7]([NH:9][CH2:10][CH:11]2[CH2:16][CH2:15][NH:14][CH2:13][CH2:12]2)=[O:8])=[C:5]([O:20][CH3:21])[CH:4]=1.C(=O)([O-])[O-].[K+].[K+].BrCCC[C:32]1[CH:33]=[C:34]2[C:39](=[O:40])[NH:38][C:36](=[O:37])[C:35]2=[CH:41][CH:42]=1.[C:43]1(C)[CH:48]=CC=C[CH:44]=1>CN(C)C=O>[NH2:2][C:3]1[C:18]([Cl:19])=[CH:17][C:6]([C:7]([NH:9][CH2:10][CH:11]2[CH2:12][CH2:13][N:14]([CH2:44][CH2:43][CH2:48][N:38]3[C:39](=[O:40])[C:34]4[C:35](=[CH:41][CH:42]=[CH:32][CH:33]=4)[C:36]3=[O:37])[CH2:15][CH2:16]2)=[O:8])=[C:5]([O:20][CH3:21])[CH:4]=1 |f:0.1,2.3.4|. Procedure: 4-Amino-5-chloro-2-methoxy-N-(piperidin-4-ylmethyl)benzamide hydrochloride (8.0 g) was dissolved in dimethylformamide (100 ml) and toluene (100 ml). Potassium carbonate (9.9 g) and 4-bromopropylphthalimide (6.4 g) were added, and the mixture was stirred at 70° C. for 5 hr. The reaction mixture was concentrated under reduced pressure and the residue was extracted with ethyl acetate. The extract was dried over magnesium sulfate and concentrated under reduced pressure. The obtained residue was puri... The product is NC1=CC(=C(C(=O)NCC2CCN(CC2)CCCN2C(C3=CC=CC=C3C2=O)=O)C=C1Cl)OC (4-amino-5-chloro-N-(1-(3-(2,3-dihydro-1,3-dioxo-1 H-isoindol-2-yl)propyl)piperidin-4-ylmethyl)-2-methoxybenzamide). Conditions: temperature 70 celsius, time 5 hour. Starting materials: C1(=CC=CC=C1)C (toluene), C([O-])([O-])=O.[K+].[K+] (Potassium carbonate), BrCCCC=1C=C2C(C(=O)NC2=O)=CC1 (4-bromopropylphthalimide), Cl.NC1=CC(=C(C(=O)NCC2CCNCC2)C=C1Cl)OC (4-Amino-5-chloro-2-methoxy-N-(piperidin-4-ylmethyl)benzamide hydrochloride). Starting materials: ClC/C=C/B1OC(C(O1)(C)C)(C)C ((E)-2-(3-chloroprop-1-enyl)-4,4,5,5-tetramethyl-1,3,2-dioxaborolane), C([O-])([O-])=O.[K+].[K+] (potassium carbonate), N1CCCC1 (pyrrolidine). The solvent is C(C)#N (acetonitrile). Reaction conditions: time 20 hour. Product: CC1(OB(OC1(C)C)/C=C/CN1CCCC1)C ((E)-1-(3-(4,4,5,5-tetramethyl-1,3,2-dioxaborolan-2-yl)allyl)pyrrolidine). As a reaction SMILES: Cl[CH2:2]/[CH:3]=[CH:4]/[B:5]1[O:9][C:8]([CH3:11])([CH3:10])[C:7]([CH3:13])([CH3:12])[O:6]1.C(=O)([O-])[O-].[K+].[K+].[NH:20]1[CH2:24][CH2:23][CH2:22][CH2:21]1>C(#N)C>[CH3:12][C:7]1([CH3:13])[C:8]([CH3:11])([CH3:10])[O:9][B:5](/[CH:4]=[CH:3]/[CH2:2][N:20]2[CH2:24][CH2:23][CH2:22][CH2:21]2)[O:6]1 |f:1.2.3|. Reported procedure: A solution of (E)-2-(3-chloroprop-1-enyl)-4,4,5,5-tetramethyl-1,3,2-dioxaborolane (1 g, 4.94 mmol) in acetonitrile (10 mL) was treated with potassium carbonate (1.366 g, 9.88 mmol) and pyrrolidine (0.531 mL, 6.42 mmol). The suspension was stirred at ambient temperature for 20 hours. The reaction mixture was filtered and the filtrate was concentrated on a rotary evaporator to provide the title compound. MS ESI(+) m/z 238.2 [M+H]+. Starting materials: C(C)(C)(C)C1=CC=C(C=C1)C1=CC(=NO1)N (5-(4-tert-Butylphenyl)-3-aminoisoxazole), ClC1=C(C(=O)N=C=O)C=CC=C1 (chlorobenzoyl isocyanate). Run in C(C)(=O)OCC (ethyl acetate). Reaction conditions: time 3 hour. Yields the product ClC1=C(C(=O)NC(=O)NC2=NOC(=C2)C2=CC=C(C=C2)C(C)(C)C)C=CC=C1 (1-(2-CHLOROBENZOYL)-3-(5-(4-tert-BUTYLPHENYL)-3-ISOXAZOLYL)UREA). RXN SMILES: [C:1]([C:5]1[CH:10]=[CH:9][C:8]([C:11]2[O:15][N:14]=[C:13]([NH2:16])[CH:12]=2)=[CH:7][CH:6]=1)([CH3:4])([CH3:3])[CH3:2].[Cl:17][C:18]1[CH:28]=[CH:27][CH:26]=[CH:25][C:19]=1[C:20]([N:22]=[C:23]=[O:24])=[O:21]>C(OCC)(=O)C>[Cl:17][C:18]1[CH:28]=[CH:27][CH:26]=[CH:25][C:19]=1[C:20]([NH:22][C:23]([NH:16][C:13]1[CH:12]=[C:11]([C:8]2[CH:7]=[CH:6][C:5]([C:1]([CH3:4])([CH3:2])[CH3:3])=[CH:10][CH:9]=2)[O:15][N:14]=1)=[O:24])=[O:21]. Procedure details: 5-(4-tert-Butylphenyl)-3-aminoisoxazole (1 gram) and 2 chlorobenzoyl isocyanate (1.5 ml.) were mixed in 50 ml. of ethyl acetate. The reaction mixture was stirred for 3 hours at room temperature, solvent removed, and the product separated by filtration, m.p., 213°-214° C. Starting materials: CC(=O)O, CCOC(C)=O, COC(=O)c1cc([N+](=O)[O-])c(-n2ccnc2C2CCCCC2)cc1OC, N, C1CCOC1, O. The product is COC(=O)c1cc(N)c(-n2ccnc2C2CCCCC2)cc1OC. Reaction SMILES: [CH3:27][C:28](=[O:29])[OH:30].[CH3:38][CH2:39][O:40][C:41](=[O:42])[CH3:43].[CH:1]1([c:7]2[n:8](-[c:12]3[cH:13][c:14]([O:25][CH3:26])[c:15]([C:16](=[O:17])[O:18][CH3:19])[cH:20][c:21]3[N+:22]([O-:23])=[O:24])[cH:9][cH:10][n:11]2)[CH2:2][CH2:3][CH2:4][CH2:5][CH2:6]1.[NH3:32].[O:33]1[CH2:34][CH2:35][CH2:36][CH2:37]1.[OH2:31]>>[CH:1]1([c:7]2[n:8](-[c:12]3[cH:13][c:14]([O:25][CH3:26])[c:15]([C:16](=[O:17])[O:18][CH3:19])[cH:20][c:21]3[NH2:22])[cH:9][cH:10][n:11]2)[CH2:2][CH2:3][CH2:4][CH2:5][CH2:6]1. The reactants are COc1ccc(C(=O)Nc2ccccc2)cc1N, O=S(=O)(Cl)c1cccc2cccnc12. The product is COc1ccc(C(=O)Nc2ccccc2)cc1NS(=O)(=O)c1cccc2cccnc12. RXN SMILES: [NH2:15][c:16]1[cH:17][c:18]([C:19](=[O:20])[NH:21][c:22]2[cH:23][cH:24][cH:25][cH:26][cH:27]2)[cH:28][cH:29][c:30]1[O:31][CH3:32].[n:1]1[cH:2][cH:3][cH:4][c:5]2[cH:6][cH:7][cH:8][c:9]([S:11](=[O:12])(=[O:13])[Cl:14])[c:10]12>>[n:1]1[cH:2][cH:3][cH:4][c:5]2[cH:6][cH:7][cH:8][c:9]([S:11](=[O:12])(=[O:13])[NH:15][c:16]3[cH:17][c:18]([C:19](=[O:20])[NH:21][c:22]4[cH:23][cH:24][cH:25][cH:26][cH:27]4)[cH:28][cH:29][c:30]3[O:31][CH3:32])[c:10]12. The reactants are O (Water), NC1=CC=C(C=C1)[C@H]1[C@@H](C1)C(=O)O (racemic-(trans)-2-(4-aminophenyl)cyclopropanecarboxylic acid), C(C)(=O)O[BH-](OC(C)=O)OC(C)=O.[Na+] (sodium triacetoxyborohydride), FC(C1=CC=C(C=C1)C1=CC=C(S1)C=O)(F)F (5-[4-(trifluoromethyl)phenyl]-2-thiophenecarbaldehyde). Solvent: ClC(C)Cl (dichloroethane). Run at time 12 hour. The product is FC(C(=O)O)(F)F.FC(C1=CC=C(C=C1)C1=CC=C(S1)CNC1=CC=C(C=C1)[C@H]1[C@@H](C1)C(=O)O)(F)F (Racemic-(trans)-2-{4-[({5-[4-(trifluoromethyl)phenyl]-2-thienyl}methyl)amino]phenyl}cyclopropanecarboxylic Acid Trifluoroacetate). Yield: 15.0%. Reaction SMILES: [NH2:1][C:2]1[CH:7]=[CH:6][C:5]([C@@H:8]2[CH2:10][C@H:9]2[C:11]([OH:13])=[O:12])=[CH:4][CH:3]=1.[F:14][C:15]([F:30])([F:29])[C:16]1[CH:21]=[CH:20][C:19]([C:22]2[S:26][C:25]([CH:27]=O)=[CH:24][CH:23]=2)=[CH:18][CH:17]=1.C(O[BH-](OC(=O)C)OC(=O)C)(=O)C.[Na+].[OH2:45]>ClC(Cl)C>[F:14][C:15]([F:30])([F:29])[C:16]([OH:12])=[O:45].[F:30][C:15]([F:14])([F:29])[C:16]1[CH:17]=[CH:18][C:19]([C:22]2[S:26][C:25]([CH2:27][NH:1][C:2]3[CH:3]=[CH:4][C:5]([C@@H:8]4[CH2:10][C@H:9]4[C:11]([OH:13])=[O:12])=[CH:6][CH:7]=3)=[CH:24][CH:23]=2)=[CH:20][CH:21]=1 |f:2.3,6.7|. Reported procedure: To a mixture of racemic-(trans)-2-(4-aminophenyl)cyclopropanecarboxylic acid (I-1) (0.058 g, 0.327 mmol) in dichloroethane (2.5 mL) was added 5-[4-(trifluoromethyl)phenyl]-2-thiophenecarbaldehyde (0.071 0.277 mmol). The mixture was stirred for 12 h followed by addition of sodium triacetoxyborohydride (0.090 g, 0.425 mmol). The mixture was stirred for 7 h at RT. Water was added (10 mL), and the layers were separated. The aqueous phase was extracted with EtOAc (3×10 mL). The combined organics were...